This data is from the Open Reaction Database (ORD), a public repository of structured organic reaction records. The task is: describe an organic reaction: reactants, conditions, products, and yield Starting materials: Brc1ncc(Br)n2ccnc12, CC(C)(C)[O-], Cc1ccccc1, [Na+], Nc1ccc(N2CCOCC2)cn1, O=C(C=Cc1ccccc1)C=Cc1ccccc1, O=C(C=Cc1ccccc1)C=Cc1ccccc1, O=C(C=Cc1ccccc1)C=Cc1ccccc1, [Pd], [Pd]. Yields the product Brc1cnc(Nc2ccc(N3CCOCC3)cn2)c2nccn12. RXN SMILES: [Br:1][c:2]1[cH:3][n:4][c:5]([Br:11])[c:6]2[n:7]1[cH:8][cH:9][n:10]2.[CH3:25][C:26]([CH3:27])([O-:28])[CH3:29].[CH3:31][c:32]1[cH:33][cH:34][cH:35][cH:36][cH:37]1.[Na+:30].[O:12]1[CH2:13][CH2:14][N:15]([c:18]2[cH:19][cH:20][c:21]([NH2:24])[n:22][cH:23]2)[CH2:16][CH2:17]1.[O:40]=[C:41]([CH:42]=[CH:43][c:44]1[cH:45][cH:46][cH:47][cH:48][cH:49]1)[CH:50]=[CH:51][c:52]1[cH:53][cH:54][cH:55][cH:56][cH:57]1.[O:58]=[C:59]([CH:60]=[CH:61][c:62]1[cH:63][cH:64][cH:65][cH:66][cH:67]1)[CH:68]=[CH:69][c:70]1[cH:71][cH:72][cH:73][cH:74][cH:75]1.[O:76]=[C:77]([CH:78]=[CH:79][c:80]1[cH:81][cH:82][cH:83][cH:84][cH:85]1)[CH:86]=[CH:87][c:88]1[cH:89][cH:90][cH:91][cH:92][cH:93]1.[Pd:38].[Pd:39]>>[Br:1][c:2]1[cH:3][n:4][c:5]([NH:24][c:21]2[cH:20][cH:19][c:18]([N:15]3[CH2:14][CH2:13][O:12][CH2:17][CH2:16]3)[cH:23][n:22]2)[c:6]2[n:7]1[cH:8][cH:9][n:10]2. Starting materials: C(C1=CC=CC=C1)OC(=O)CCCCCOS(=O)(=O)C1=CC=C(C)C=C1 (5-tosyloxy-pentanecarboxylic acid benzyl ester), C(C)(=O)O[C@H]1C(O)O[C@@H]([C@H]([C@@H]1OC(C)=O)OC(C)=O)COC(C)=O (2,3,4,6-tetra-O-acetyl-glucopyranose), COC(C)(C)C (MTB), C1CCC2=NCCCN2CC1 (DBU). Run in O1CCCC1 (tetrahydrofuran), O1CCCC1 (tetrahydrofuran). Reaction SMILES: [C:1]([O:4][C@@H:5]1[C@@H:11]([O:12][C:13](=[O:15])[CH3:14])[C@H:10]([O:16][C:17](=[O:19])[CH3:18])[C@@H:9]([CH2:20][O:21][C:22](=[O:24])[CH3:23])[O:8][CH:6]1[OH:7])(=[O:3])[CH3:2].C1CCN2C(=NCCC2)CC1.C([O:43][C:44]([CH2:46][CH2:47][CH2:48][CH2:49]COS(C1C=CC(C)=CC=1)(=O)=O)=[O:45])C1C=CC=CC=1.COC(C)(C)C>[Cl-].C([N+](CCCC)(CCCC)CCCC)CCC.O1CCCC1>[C:1]([O:4][C@@H:5]1[C@@H:11]([O:12][C:13](=[O:15])[CH3:14])[C@H:10]([O:16][C:17](=[O:19])[CH3:18])[C@@H:9]([CH2:20][O:21][C:22](=[O:24])[CH3:23])[O:8][CH:6]1[O:7][CH2:49][CH2:48][CH2:47][CH2:46][C:44]([OH:45])=[O:43])(=[O:3])[CH3:2] |f:4.5|. Reagents/catalysts: [Cl-].C(CCC)[N+](CCCC)(CCCC)CCCC (tetrabutylammonium chloride). Reaction conditions: temperature 0 celsius. Reported procedure: A mixture that consists of 34.83 g (100 mmol) of 2,3,4,6-tetra-O-acetyl-glucopyranose, 1.39 g (5 mmol) of tetrabutylammonium chloride and 15.22 g (100 mmol) of DBU in 300 ml of tetrahydrofuran is cooled to 0° C. At 0° C., 54.37 g (150 mmol) of 5-tosyloxy-pentanecarboxylic acid benzyl ester, dissolved in 40 ml of tetrahydrofuran, is added in drops over 30 minutes while being stirred vigorously. It is stirred for three hours at 0° C. 300 ml of MTB (methyl-tert-butyl ether) is added, solid is filte... Yields the product C(C)(=O)O[C@H]1C(OCCCCC(=O)O)O[C@@H]([C@H]([C@@H]1OC(C)=O)OC(C)=O)COC(C)=O (2,3,4,6-Tetra-O-acetyl-1-O-(4-carboxybutyl)-glucopyranose). Reactants: C(C)(C)(C)OC(=O)NCCNC=1C=C(C=CC1)C=1N=C(SC1)SCC(=O)NC1CCN(CC1)CC1=CC(=C(C=C1)Cl)Cl ({4-[3-(2-tert-butoxycarbonylaminoethylamino)-phenyl]thiazol-2-ylthio}-N-[1-(3,4-dichlorobenzyl)piperidin-4-yl]acetamide), C(C)(=O)OCC.Cl (hydrogen chloride-ethyl acetate). The solvent is C(C)(=O)OCC (ethyl acetate). Run at time 20 hour. Product: Cl.Cl.NCCNC=1C=C(C=CC1)C=1N=C(SC1)SCC(=O)NC1CCN(CC1)CC1=CC(=C(C=C1)Cl)Cl ((4-[3-(2-aminoethylamino)phenyl]thiazol-2-ylthio}-N-[1-(3,4-dichlorobenzyl)piperidin-4-yl]acetamide dihydrochloride). RXN SMILES: C(OC([NH:8][CH2:9][CH2:10][NH:11][C:12]1[CH:13]=[C:14]([C:18]2[N:19]=[C:20]([S:23][CH2:24][C:25]([NH:27][CH:28]3[CH2:33][CH2:32][N:31]([CH2:34][C:35]4[CH:40]=[CH:39][C:38]([Cl:41])=[C:37]([Cl:42])[CH:36]=4)[CH2:30][CH2:29]3)=[O:26])[S:21][CH:22]=2)[CH:15]=[CH:16][CH:17]=1)=O)(C)(C)C.C(OCC)(=O)C.[ClH:49]>C(OCC)(=O)C>[ClH:41].[ClH:49].[NH2:8][CH2:9][CH2:10][NH:11][C:12]1[CH:13]=[C:14]([C:18]2[N:19]=[C:20]([S:23][CH2:24][C:25]([NH:27][CH:28]3[CH2:33][CH2:32][N:31]([CH2:34][C:35]4[CH:40]=[CH:39][C:38]([Cl:41])=[C:37]([Cl:42])[CH:36]=4)[CH2:30][CH2:29]3)=[O:26])[S:21][CH:22]=2)[CH:15]=[CH:16][CH:17]=1 |f:1.2,4.5.6|. Procedure: The product (238 mg) of Example 154 was dissolved in ethyl acetate (1 mL), and a 4 mol/L hydrogen chloride-ethyl acetate solution (0.55 mL) was added to the solution under ice-cooling. The mixture was stirred at room temperature for 20 hrs, and the resulting solids were collected by filtration to give the title compound (201 mg) as a white powder. Starting materials: Cc1cc2c(F)ccc(Br)c2o1, [C-]#N, [C-]#N, CN(C)C=O, O, [Zn+2], c1ccc(P(c2ccccc2)(c2ccccc2)[Pd](P(c2ccccc2)(c2ccccc2)c2ccccc2)(P(c2ccccc2)(c2ccccc2)c2ccccc2)P(c2ccccc2)(c2ccccc2)c2ccccc2)cc1. Yields the product Cc1cc2c(F)ccc(C#N)c2o1. Reaction SMILES: [Br:1][c:2]1[cH:3][cH:4][c:5]([F:12])[c:6]2[cH:7][c:8]([CH3:11])[o:9][c:10]12.[C-:18]#[N:19].[C-:21]#[N:22].[CH3:13][N:14]([CH3:15])[CH:16]=[O:17].[OH2:100].[Zn+2:20].[cH:23]1[cH:24][cH:25][c:26]([P:27]([Pd:28]([P:29]([c:30]2[cH:31][cH:32][cH:33][cH:34][cH:35]2)([c:36]2[cH:37][cH:38][cH:39][cH:40][cH:41]2)[c:42]2[cH:43][cH:44][cH:45][cH:46][cH:47]2)([P:48]([c:49]2[cH:50][cH:51][cH:52][cH:53][cH:54]2)([c:55]2[cH:56][cH:57][cH:58][cH:59][cH:60]2)[c:61]2[cH:62][cH:63][cH:64][cH:65][cH:66]2)[P:67]([c:68]2[cH:69][cH:70][cH:71][cH:72][cH:73]2)([c:74]2[cH:75][cH:76][cH:77][cH:78][cH:79]2)[c:80]2[cH:81][cH:82][cH:83][cH:84][cH:85]2)([c:86]2[cH:87][cH:88][cH:89][cH:90][cH:91]2)[c:92]2[cH:93][cH:94][cH:95][cH:96][cH:97]2)[cH:98][cH:99]1>>[c:2]1([C:13]#[N:14])[cH:3][cH:4][c:5]([F:12])[c:6]2[cH:7][c:8]([CH3:11])[o:9][c:10]12. The reactants are OC[C@H](O)[C@@H](O)[C@H](O)[C@H](O)CO (D-sorbitol), C(=O)([O-])[O-].[Ca+2] (CaCO3), ( OD600 ), OCC(=O)[C@@H](O)[C@H](O)[C@@H](O)CO (L-sorbose), [Na+].[Cl-] (NaCl). Conditions: time 20 hour. Product: OC=1[C@H](OC(C1O)=O)[C@H](CO)O (Vitamin C). RXN SMILES: [OH:1][CH2:2][C@@H:3]([C@H:5]([C@@H:7]([C@@H:9]([CH2:11][OH:12])[OH:10])[OH:8])[OH:6])[OH:4].OCC([C@H]([C@@H]([C@H](CO)O)O)O)=O.[Na+].[Cl-].C([O-])([O-])=O.[Ca+2]>>[OH:8][C:7]1[C@@H:5]([C@@H:3]([OH:4])[CH2:2][OH:1])[O:6][C:11](=[O:12])[C:9]=1[OH:10] |f:2.3,4.5|. Procedure details: A series of resting cell reactions (0.5 ml reaction mixture in 5 ml reaction tube) was carried out with 2% D-sorbitol or with 2% L-sorbose, and all reaction mixtures further contained 0.3% NaCl, 1% CaCO3 and cells at a final concentration of 5 absorbance units at 600 nanometers (OD600). After 20 h incubation time, G. oxydans DSM 17078 produced 270 mg/l or 670 mg/l of Vitamin C, respectively from 2% D-sorbitol or 2% L-sorbose, respectively. In comparison, strain G. oxydans DSM 17078-dSMS 05 produ... The reactants are CCOC(=O)c1ccc2c(c1)C(O)C(C)(C)C(c1cccc([N+](=O)[O-])c1)N2, CC[SiH](CC)CC, O=C(O)C(F)(F)F. Product: CCOC(=O)c1ccc2c(c1)CC(C)(C)C(c1cccc([N+](=O)[O-])c1)N2. RXN SMILES: [CH2:1]([CH3:2])[O:3][C:4](=[O:5])[c:6]1[cH:7][c:8]2[c:13]([cH:14][cH:15]1)[NH:12][CH:11]([c:16]1[cH:17][c:18]([N+:22](=[O:23])[O-:24])[cH:19][cH:20][cH:21]1)[C:10]([CH3:25])([CH3:26])[CH:9]2[OH:27].[CH2:28]([SiH:29]([CH2:30][CH3:31])[CH2:32][CH3:33])[CH3:34].[OH:35][C:36]([C:37]([F:38])([F:39])[F:40])=[O:41]>>[CH2:1]([CH3:2])[O:3][C:4](=[O:5])[c:6]1[cH:7][c:8]2[c:13]([cH:14][cH:15]1)[NH:12][CH:11]([c:16]1[cH:17][c:18]([N+:22](=[O:23])[O-:24])[cH:19][cH:20][cH:21]1)[C:10]([CH3:25])([CH3:26])[CH2:9]2. Reactants: NC1=CN(N=N1)SCC1=CC=CC=C1 (5-amino-3-benzylthiotriazole), [OH-].[Na+] (sodium hydroxide), [N+](=O)([O-])[O-].[Ag+] (silver nitrate). Procedure: 11.3 g of 5-amino-3-benzylthiotriazole, 1.1 g of sodium hydroxide and 10 g of gelatin were dissolved in 1000 L of water, and the solution was maintained at 50° C. under agitation. Subsequently, a solution obtained by dissolving 8.5 g of silver nitrate in 100 mL of water was added to the above solution over a period of 2 min. The pH of the mixture was regulated so as to precipitate an emulsion, and excess salts were removed. Thereafter, the pH was adjusted to 6.0. Thus, a 5-amino-3-benzylthiotria... The product is [Ag].NC1=CN(N=N1)SCC1=CC=CC=C1 (5-amino-3-benzylthiotriazole silver salt). Reaction conditions: temperature 50 celsius. The solvent is O (water), O (water). RXN SMILES: [NH2:1][C:2]1[N:6]=[N:5][N:4]([S:7][CH2:8][C:9]2[CH:14]=[CH:13][CH:12]=[CH:11][CH:10]=2)[CH:3]=1.[OH-].[Na+].[N+]([O-])([O-])=O.[Ag+:21]>O>[Ag:21].[NH2:1][C:2]1[N:6]=[N:5][N:4]([S:7][CH2:8][C:9]2[CH:10]=[CH:11][CH:12]=[CH:13][CH:14]=2)[CH:3]=1 |f:1.2,3.4,6.7|. RXN SMILES: [CH2:36]1[O:37][CH2:38][CH2:39][CH2:40]1.[CH3:34][OH:35].[N:1]1([C:5](=[O:6])[c:7]2[cH:8][c:9]([Cl:30])[c:10]([O:13][c:14]3[cH:15][c:16]([C:17](=[O:18])[O:19][CH3:20])[cH:21][c:22]([O:24][CH:25]4[CH2:26][O:27][CH2:28][CH2:29]4)[cH:23]3)[n:11][cH:12]2)[CH2:2][CH2:3][CH2:4]1.[Na+:32].[OH-:31].[OH2:33]>>[N:1]1([C:5](=[O:6])[c:7]2[cH:8][c:9]([Cl:30])[c:10]([O:13][c:14]3[cH:15][c:16]([C:17](=[O:18])[OH:19])[cH:21][c:22]([O:24][CH:25]4[CH2:26][O:27][CH2:28][CH2:29]4)[cH:23]3)[n:11][cH:12]2)[CH2:2][CH2:3][CH2:4]1. Yields the product O=C(O)c1cc(Oc2ncc(C(=O)N3CCC3)cc2Cl)cc(OC2CCOC2)c1. The reactants are C1CCOC1, CO, COC(=O)c1cc(Oc2ncc(C(=O)N3CCC3)cc2Cl)cc(OC2CCOC2)c1, [Na+], [OH-], O.